This data is from the Open Reaction Database (ORD), a public repository of structured organic reaction records. The task is: describe an organic reaction: reactants, conditions, products, and yield Reactants: C=CC1CC1(NC(=O)C1CC(Oc2nc(-c3cc(F)cc(F)c3)nc3c(C)c(OC)ccc23)CC1C(=O)O)C(=O)OCC, C=CCCCCNC, Cl. Yields the product C=CCCCCN(C)C(=O)C1CC(Oc2nc(-c3cc(F)cc(F)c3)nc3c(C)c(OC)ccc23)CC1C(=O)NC1(C(=O)OCC)CC1C=C. Reaction SMILES: [CH2:1]([CH3:2])[O:3][C:4](=[O:5])[C:6]1([NH:11][C:12](=[O:13])[CH:14]2[CH:15]([C:41](=[O:42])[OH:43])[CH2:16][CH:17]([O:19][c:20]3[n:21][c:22](-[c:33]4[cH:34][c:35]([F:40])[cH:36][c:37]([F:39])[cH:38]4)[n:23][c:24]4[c:25]([CH3:32])[c:26]([O:30][CH3:31])[cH:27][cH:28][c:29]34)[CH2:18]2)[CH:7]([CH:9]=[CH2:10])[CH2:8]1.[CH2:45]([CH2:46][CH2:47][CH2:48][CH:49]=[CH2:50])[NH:51][CH3:52].[ClH:44]>>[CH2:1]([CH3:2])[O:3][C:4](=[O:5])[C:6]1([NH:11][C:12](=[O:13])[CH:14]2[CH:15]([C:41](=[O:42])[N:51]([CH2:45][CH2:46][CH2:47][CH2:48][CH:49]=[CH2:50])[CH3:52])[CH2:16][CH:17]([O:19][c:20]3[n:21][c:22](-[c:33]4[cH:34][c:35]([F:40])[cH:36][c:37]([F:39])[cH:38]4)[n:23][c:24]4[c:25]([CH3:32])[c:26]([O:30][CH3:31])[cH:27][cH:28][c:29]34)[CH2:18]2)[CH:7]([CH:9]=[CH2:10])[CH2:8]1. The reactants are Cl.C(C1=CC=CC=C1)(=O)N1C2CC(CC1CC2)CN (8-benzoyl-8-azabicyclo[3.2.1]octane-3-methanamine hydrochloride), C=O (paraformaldehyde), O1CCC(C2=C1C=CC=C2)=O (2,3-dihydro-4H-1-benzopyran-4-one). The reagents and catalysts are Cl (hydrochloric acid). Run in CC(C)O (2-propanol), CC(C)O (2-propanol). Reaction conditions: time 18 hour. Product: Cl.C(C1=CC=CC=C1)(=O)N1C2CC(CC1CC2)CNCC2COC1=C(C2=O)C=CC=C1 (8-Benzoyl-N-((4-oxo-2,3-dihydro-4H-1-benzopyran-3-yl)methyl]-8-azabicyclo[3.2.1]octane-3-methanamine hydrochloride). RXN SMILES: [ClH:1].[C:2]([N:10]1[CH:15]2[CH2:16][CH2:17][CH:11]1[CH2:12][CH:13]([CH2:18][NH2:19])[CH2:14]2)(=[O:9])[C:3]1[CH:8]=[CH:7][CH:6]=[CH:5][CH:4]=1.[CH2:20]=O.[O:22]1[C:27]2[CH:28]=[CH:29][CH:30]=[CH:31][C:26]=2[C:25](=[O:32])[CH2:24][CH2:23]1>Cl.CC(O)C>[ClH:1].[C:2]([N:10]1[CH:15]2[CH2:16][CH2:17][CH:11]1[CH2:12][CH:13]([CH2:18][NH:19][CH2:20][CH:24]1[C:25](=[O:32])[C:26]3[CH:31]=[CH:30][CH:29]=[CH:28][C:27]=3[O:22][CH2:23]1)[CH2:14]2)(=[O:9])[C:3]1[CH:4]=[CH:5][CH:6]=[CH:7][CH:8]=1 |f:0.1,6.7|. Reported procedure: 1.71 g (6.1 mmol) of 8-benzoyl-8-azabicyclo[3.2.1]octane-3-methanamine hydrochloride, 0.2 g (6.3 mmol) of paraformaldehyde and a few drops of concentrated hydrochloric acid in 10 ml of 2-propanol are introduced into a three-necked round-bottomed flask, the mixture is refluxed for 5 min, 0.78 g (5.3 mmol) of 2,3-dihydro-4H-1-benzopyran-4-one dissolved in 10 ml of 2-propanol is added and refluxing is continued for 18 h. Reactants: C(C1=CC=CC=C1)(C1=CC=CC=C1)(C1=CC=CC=C1)OCC1(CC1)O (1-trityloxymethyl-cyclopropanol), CC(C)(C)OC (MTBE), CN1CCCC1=O (NMP), C(C1=CC=CC=C1)(C1=CC=CC=C1)(C1=CC=CC=C1)OCC1(CC1)O (1-trityloxymethyl-cyclopropanol), CCCCOP(=O)(C)OCCCC (DBMP), C(C1=CC=CC=C1)(C1=CC=CC=C1)(C1=CC=CC=C1)OCC1(CC1)O (1-trityloxymethyl-cyclopropanol), C(C1=CC=CC=C1)(C1=CC=CC=C1)(C1=CC=CC=C1)OCC1(CC1)O (1-trityloxymethyl-cyclopropanol), C(C1=CC=CC=C1)(C1=CC=CC=C1)(C1=CC=CC=C1)OCC1(CC1)O (1-trityloxymethyl-cyclopropanol), C(C1=CC=CC=C1)(C1=CC=CC=C1)(C1=CC=CC=C1)OCC1(CC1)O (1-trityloxymethyl-cyclopropanol), [NH4+].[Cl-] (NH4Cl). Reaction conditions: temperature -10 celsius. Yields the product C(C)(C)OP(OC(C)C)(=O)COC1(CC1)COC(C1=CC=CC=C1)(C1=CC=CC=C1)C1=CC=CC=C1 ((1-trityloxymethyl-cyclopropoxymethyl)-phosphonic Acid Diisopropyl Ester). Isolated yield 71.3%. RXN SMILES: [C:1]([O:20][CH2:21][C:22]1([OH:25])[CH2:24][CH2:23]1)([C:14]1[CH:19]=[CH:18][CH:17]=[CH:16][CH:15]=1)([C:8]1[CH:13]=[CH:12][CH:11]=[CH:10][CH:9]=1)[C:2]1[CH:7]=[CH:6][CH:5]=[CH:4][CH:3]=1.[CH3:26]N1C(=O)CCC1.CCCCO[P:38]([O:41][CH2:42][CH2:43]CC)([CH3:40])=[O:39].[NH4+].[Cl-].C[C:49]([O:52]C)([CH3:51])[CH3:50]>>[CH:42]([O:41][P:38]([CH2:40][O:25][C:22]1([CH2:21][O:20][C:1]([C:8]2[CH:13]=[CH:12][CH:11]=[CH:10][CH:9]=2)([C:14]2[CH:15]=[CH:16][CH:17]=[CH:18][CH:19]=2)[C:2]2[CH:3]=[CH:4][CH:5]=[CH:6][CH:7]=2)[CH2:23][CH2:24]1)(=[O:39])[O:52][CH:49]([CH3:50])[CH3:51])([CH3:43])[CH3:26] |f:3.4|. Procedure: To the compound of formula (9) (261.25 g, 0.79 mol) obtained by concentration under reduced pressure in Example 2 (it was assumed that the compound of formula (9) was obtained in a yield of 79% starting from Example 1, since the peak area by HPLC was 78.54%) were added NMP [1050 ml, 4 ml/g with respect to the compound of formula (9)] and DBMP (307 g, 1.2 mol). To the reaction mixture was added LTB (107 g, 1.3 mol), which was then stirred under the condition of not exceeding 45° C. After about 6˜... Reactants: C1(=CC=CC=C1)S(=O)(=O)N (Benzenesulphonamide), [N+](=O)([O-])C=1C=C(C(=O)O)C=CC1 (3-nitrobenzoic acid), Cl.CN(CCCN=C=NCC)C (1-[3-(dimethylamino)propyl]-3-ethylcarbodiimide hydrochloride). Reagents/catalysts: CN(C1=CC=NC=C1)C (4-dimethylaminopyridine). The solvent is ClCCl (dichloromethane). Yields the product [N+](=O)([O-])C=1C=C(C=CC1)C(=O)NS(=O)(=O)C1=CC=CC=C1 (3-Nitro-(phenylsulphonylaminocarbonyl)benzene), solid. Yield: 87.0%. Reaction SMILES: [C:1]1([S:7]([NH2:10])(=[O:9])=[O:8])[CH:6]=[CH:5][CH:4]=[CH:3][CH:2]=1.[N+:11]([C:14]1[CH:15]=[C:16]([CH:20]=[CH:21][CH:22]=1)[C:17](O)=[O:18])([O-:13])=[O:12].Cl.CN(C)CCCN=C=NCC>CN(C)C1C=CN=CC=1.ClCCl>[N+:11]([C:14]1[CH:15]=[C:16]([C:17]([NH:10][S:7]([C:1]2[CH:6]=[CH:5][CH:4]=[CH:3][CH:2]=2)(=[O:9])=[O:8])=[O:18])[CH:20]=[CH:21][CH:22]=1)([O-:13])=[O:12] |f:2.3|. Procedure details: Benzenesulphonamide (9.4 g, 60 mmol), 3-nitrobenzoic acid (10.0 g, 60 mmol), 4-dimethylaminopyridine (7.32 g, 60 mmol) and 1-[3-(dimethylamino)propyl]-3-ethylcarbodiimide hydrochloride (11.48 g, 60 mmol) were stirred in anhydrous dichloromethane (400 ml) for 2 hours. The reaction mixture was extracted with 1M sodium hydroxide solution (300 ml), aqueous separated then re-acidified to pH=3 with 5M hydrochloric acid. 3-Nitro-(phenylsulphonylaminocarbonyl)benzene was isolated as a colourless solid (...